From a dataset of the Open Reaction Database (ORD), a public repository of structured organic reaction records. describe an organic reaction: reactants, conditions, products, and yield Reactants: C12(CC3CC(CC(C1)C3)C2)C2=CC=C(OCC(=O)O)C=C2 (2-(4-(adamantan-1-yl)phenoxy)acetic acid), N1(CCNCC1)CCO (2-(piperazin-1-yl)ethanol). Yields the product C12(CC3CC(CC(C1)C3)C2)C2=CC=C(OCC(=O)N3CCN(CC3)CCO)C=C2 (2-(4-(adamantan-1-yl)phenoxy)-1-(4-(2-hydroxyethyl)piperazin-1-yl)ethanone). Isolated yield 90.2%. Reaction SMILES: [C:1]12([C:11]3[CH:21]=[CH:20][C:14]([O:15][CH2:16][C:17](O)=[O:18])=[CH:13][CH:12]=3)[CH2:10][CH:5]3[CH2:6][CH:7]([CH2:9][CH:3]([CH2:4]3)[CH2:2]1)[CH2:8]2.[N:22]1([CH2:28][CH2:29][OH:30])[CH2:27][CH2:26][NH:25][CH2:24][CH2:23]1>>[C:1]12([C:11]3[CH:12]=[CH:13][C:14]([O:15][CH2:16][C:17]([N:25]4[CH2:26][CH2:27][N:22]([CH2:28][CH2:29][OH:30])[CH2:23][CH2:24]4)=[O:18])=[CH:20][CH:21]=3)[CH2:2][CH:3]3[CH2:9][CH:7]([CH2:6][CH:5]([CH2:4]3)[CH2:10]1)[CH2:8]2. Procedure: The title compound was prepared from 2-(4-(adamantan-1-yl)phenoxy)acetic acid (0.15 g, 0.52 mmol) and 2-(piperazin-1-yl)ethanol (0.068 g, 0.52 mmol) according to the example 1, which was given 2-(4-(adamantan-1-yl)phenoxy)-1-(4-(2-hydroxyethyl)piperazin-1-yl)ethanone as a white solid (0.187 g, 90.3% yield). Reaction SMILES: [CH3:1][C:2]1[N:3]=[C:4]([C:9]2[CH:10]=[N:11][C:12]([C:15]([F:18])([F:17])[F:16])=[CH:13][CH:14]=2)[S:5][C:6]=1[CH:7]=[O:8].CC1N=C(C2C=NC([C:33]([F:36])([F:35])[F:34])=CC=2)SC=1CO.FC([Si](C)(C)C)(F)F.[F-].C([N+](CCCC)(CCCC)CCCC)CCC>O1CCCC1>[F:34][C:33]([F:36])([F:35])[CH:7]([C:6]1[S:5][C:4]([C:9]2[CH:10]=[N:11][C:12]([C:15]([F:18])([F:16])[F:17])=[CH:13][CH:14]=2)=[N:3][C:2]=1[CH3:1])[OH:8] |f:3.4|. The solvent is O1CCCC1 (tetrahydrofuran). Reported procedure: To an ice cooled solution of 2.0 g 4-Methyl-2-(6-trifluoromethyl-pyridin-3-yl)-thiazole-5-carbaldehyde (derived from [4-Methyl-2-(6-trifluoromethyl-pyridin-3-yl)-thiazol-5-yl]-methanol according to the method described for 4-Methyl-2-(trans-1,4-trifluoromethyl-cyclohexyl)-thiazole-5-carbaldehyde) and 1.09 ml (trifluoromethyl)trimethylsilane in 10 ml tetrahydrofuran were added 100 mg tetrabutylammoniumfluoride. The reaction mixture was stirred at room temperature for thirty minutes. Then 20 ml 2N... Starting materials: FC(F)(F)[Si](C)(C)C ((trifluoromethyl)trimethylsilane), ice, 4-Methyl-2-(trans-1,4-trifluoromethyl-cyclohexyl)-thiazole-5-carbaldehyde, CC=1N=C(SC1C=O)C=1C=NC(=CC1)C(F)(F)F (4-Methyl-2-(6-trifluoromethyl-pyridin-3-yl)-thiazole-5-carbaldehyde), CC=1N=C(SC1CO)C=1C=NC(=CC1)C(F)(F)F ([4-Methyl-2-(6-trifluoromethyl-pyridin-3-yl)-thiazol-5-yl]-methanol), [F-].C(CCC)[N+](CCCC)(CCCC)CCCC (tetrabutylammoniumfluoride). Yields the product FC(C(O)C1=C(N=C(S1)C=1C=NC(=CC1)C(F)(F)F)C)(F)F (2,2,2-Trifluoro-1-[4-methyl-2-(6-trifluoromethyl-pyridin-3-yl)-thiazol-5-yl]-ethanol).